The task is: describe an organic reaction: reactants, conditions, products, and yield. This data is from the Open Reaction Database (ORD), a public repository of structured organic reaction records. Reactants: C1=CC=CC=2C3=CC=CC=C3C(C12)OC(=O)N[C@H](C(=O)NC1=CC=C(C[C@H]2N([C@H](CC2)[C@@H](C2=CC=CC=C2)O)C(=O)OC(C)(C)C)C=C1)C (Tert-butyl (2S,5R)-2-{4-[((2S)-2-{[(9H-fluoren-9-yloxy)carbonyl]amino}propanoyl)amino]benzyl}-5-[(R)-hydroxy(phenyl)methyl]pyrrolidine-1-carboxylate), N1CCCCC1 (piperidine). Run in C1CCOC1 (THF). Reaction conditions: temperature 35 celsius. Yields the product N[C@H](C(=O)NC1=CC=C(C[C@H]2N([C@H](CC2)[C@@H](C2=CC=CC=C2)O)C(=O)OC(C)(C)C)C=C1)C (Tert-butyl (2S,5R)-2-(4-{[(2S)-2-aminopropanoyl]amino}benzyl)-5-[(R)-hydroxy(phenyl)methyl]pyrrolidine-1-carboxylate). Reaction SMILES: C1C2C(OC([NH:17][C@@H:18]([CH3:49])[C:19]([NH:21][C:22]3[CH:48]=[CH:47][C:25]([CH2:26][C@@H:27]4[CH2:31][CH2:30][C@H:29]([C@H:32]([OH:39])[C:33]5[CH:38]=[CH:37][CH:36]=[CH:35][CH:34]=5)[N:28]4[C:40]([O:42][C:43]([CH3:46])([CH3:45])[CH3:44])=[O:41])=[CH:24][CH:23]=3)=[O:20])=O)C3C(=CC=CC=3)C=2C=CC=1.N1CCCCC1>C1COCC1>[NH2:17][C@@H:18]([CH3:49])[C:19]([NH:21][C:22]1[CH:23]=[CH:24][C:25]([CH2:26][C@@H:27]2[CH2:31][CH2:30][C@H:29]([C@H:32]([OH:39])[C:33]3[CH:34]=[CH:35][CH:36]=[CH:37][CH:38]=3)[N:28]2[C:40]([O:42][C:43]([CH3:44])([CH3:45])[CH3:46])=[O:41])=[CH:47][CH:48]=1)=[O:20]. Reported procedure: To a stirred solution of 3.15 g (4.65 mmol) of tert-butyl (2S,5R)-2-{4-[((25)-2-{[(9H-fluoren-9-yloxy)carbonyl]amino}propanoyl)amino]benzyl}-5-[(R)-hydroxy(phenyl)methyl]pyrrolidine-1-carboxylate from step A above in 3 mL of anhydrous THF was added 0.396 g (4.65 mmol) of piperidine. The resulting mixture was heated to 35° C. under an atmosphere of nitrogen for 2 h then all volatiles were removed in vacuo to afford the crude title compound which was used without further purification. LC-MS: m/z (... Reactants: CN(\C=C(/C(=O)OCC)\C(C1=NC=CC=C1Cl)=O)C ((Z)-Ethyl 3-(dimethylamino)-2-(3-chloropicolinoyl)acrylate), P(=O)([O-])([O-])[O-].[K+].[K+].[K+] (potassium phosphate), O (water), BrC1=C(C=CC=C1)CN ((2-bromophenyl)methanamine). The solvent is CC(=O)N(C)C (DMA). Run at temperature 74 celsius, time 15 hour. Product: BrC1=C(CN2C=C(C(C3=NC=CC=C23)=O)C(=O)OCC)C=CC=C1 (Ethyl 1-(2-bromobenzyl)-4-oxo-1,4-dihydro-1,5-naphthyridine-3-carboxylate). Yield: 49.2%. RXN SMILES: C[N:2]([CH3:19])/[CH:3]=[C:4](/[C:10](=[O:18])[C:11]1[C:16](Cl)=[CH:15][CH:14]=[CH:13][N:12]=1)\[C:5]([O:7][CH2:8][CH3:9])=[O:6].P([O-])([O-])([O-])=O.[K+].[K+].[K+].[Br:28][C:29]1[CH:34]=[CH:33][CH:32]=[CH:31][C:30]=1CN.O>CC(N(C)C)=O>[Br:28][C:29]1[CH:34]=[CH:33][CH:32]=[CH:31][C:30]=1[CH2:19][N:2]1[C:16]2[C:11](=[N:12][CH:13]=[CH:14][CH:15]=2)[C:10](=[O:18])[C:4]([C:5]([O:7][CH2:8][CH3:9])=[O:6])=[CH:3]1 |f:1.2.3.4|. Procedure: To a brown solution of (Z)-ethyl 2-(3-chloropicolinoyl)-3-(dimethylamino)acrylate (35) (850 mg, 3.01 mmol) in DMA (dimethylacetamide) (50 mL) were added a solid powder of tribasic potassium phosphate (1.4 g, 6.61 mmol) and then (2-bromophenyl)methanamine (615 mg, 3.31 mmol) at room temperature under a nitrogen atmosphere. The resulting brown suspension was heated to 74° C. and stirred for 15 h at which time LCMS analysis indicated the absence of starting material. Then, it was cooled to room tem... Reactants: Intermediate 67, FC1=CC(=C(C#N)C=C1)N1N=CN=C1 (4-fluoro-2-(1H-1,2,4-triazol-1-yl)benzonitrile), Cl (HCl). The reagents and catalysts are [Pd] (Pd—C). Run in C(C)O (ethanol). Yields the product Cl.FC1=CC(=C(C=C1)CN)N1N=CN=C1 ((4-Fluoro-2-(1H-1,2,4-triazol-1-yl)phenyl)methanamine hydrochloride). Isolated yield 99.0%. RXN SMILES: [F:1][C:2]1[CH:9]=[CH:8][C:5]([C:6]#[N:7])=[C:4]([N:10]2[CH:14]=[N:13][CH:12]=[N:11]2)[CH:3]=1.[ClH:15]>C(O)C.[Pd]>[ClH:15].[F:1][C:2]1[CH:9]=[CH:8][C:5]([CH2:6][NH2:7])=[C:4]([N:10]2[CH:14]=[N:13][CH:12]=[N:11]2)[CH:3]=1 |f:4.5|. Procedure: Intermediate 67, 4-fluoro-2-(1H-1,2,4-triazol-1-yl)benzonitrile, (2.46 g, 13.13 mmol) was dissolved in hot ethanol (150 mL). To this was added 1N HCl (15 mL) followed by 10% Pd—C (200 mg). The mixture was treated with H2 at 55 psi for 4 h in a Parr shaker then filtered over Celite and the solvent removed under reduced pressure. The resulting residue was partitioned between ethyl acetate and water. The aqueous phase was separated and lyophilized to afford the title compound as a white powder (2.9... The reactants are O=C([O-])[O-], C1CCNC1, CCCCC=O, [K+], [K+]. Yields the product CCCC=CN1CCCC1. RXN SMILES: [C:6](=[O:7])([O-:8])[O-:9].[CH2:1]1[CH2:2][CH2:3][NH:4][CH2:5]1.[CH:12]([CH2:13][CH2:14][CH2:15][CH3:16])=[O:17].[K+:10].[K+:11]>>[CH2:1]1[CH2:2][CH2:3][N:4]([CH:12]=[CH:13][CH2:14][CH2:15][CH3:16])[CH2:5]1.